Dataset: the Open Reaction Database (ORD), a public repository of structured organic reaction records. Task: describe an organic reaction: reactants, conditions, products, and yield The reactants are C(Cl)Cl (DCM), C12CN(CC(CNC1)O2)CCCNC2=CC=C(C#N)C=C2 (4-{[3-(9-oxa-3,7-diazabicyclo[3.3.1]non-3-yl)propyl]amino}benzonitrile), C(=O)([O-])[O-].[K+].[K+] (K2CO3), ClCC(C(C)(C)C)=O (1-chloropinacolone). Run in CC#N (MeCN). Product: CC(C(CN1CC2CN(CC(C1)O2)CCCNC2=CC=C(C#N)C=C2)=O)(C)C (4-({3-[7-(3,3-Dimethyl-2-oxobutyl)-9-oxa-3,7-diazabicyclo[3.3.1]non-3-yl]propyl}amino)benzonitrile). Isolated yield 75.4%. RXN SMILES: [CH:1]12[O:9][CH:5]([CH2:6][NH:7][CH2:8]1)[CH2:4][N:3]([CH2:10][CH2:11][CH2:12][NH:13][C:14]1[CH:21]=[CH:20][C:17]([C:18]#[N:19])=[CH:16][CH:15]=1)[CH2:2]2.C([O-])([O-])=O.[K+].[K+].Cl[CH2:29][C:30](=[O:35])[C:31]([CH3:34])([CH3:33])[CH3:32].C(Cl)Cl>CC#N>[CH3:32][C:31]([CH3:34])([CH3:33])[C:30](=[O:35])[CH2:29][N:7]1[CH2:8][CH:1]2[O:9][CH:5]([CH2:4][N:3]([CH2:10][CH2:11][CH2:12][NH:13][C:14]3[CH:21]=[CH:20][C:17]([C:18]#[N:19])=[CH:16][CH:15]=3)[CH2:2]2)[CH2:6]1 |f:1.2.3|. Procedure: A mixture of 4-{[3-(9-oxa-3,7-diazabicyclo[3.3.1]non-3-yl)propyl]amino}benzonitrile (Preparation C; 5.73 g, 0.02 mol), K2CO3 (11.05 g, 0.08 mol) in MeCN (300 mL) was treated with 1-chloropinacolone (4.44 g, 0.032 mol). The mixture was stirred at 50° C. overnight before DCM was added and the mixture filtered. The filter cake was then washed with a mixture of DCM and MeCN before the solvent was evaporated from the filtrate. The resulting residue was purified by chromatography on silica, eluting wi... RXN SMILES: [Br:1][c:2]1[cH:3][n:4][c:5]([Cl:8])[n:6][cH:7]1.[C:19](=[O:20])([O-:21])[O-:22].[CH2:25]1[O:26][CH2:27][CH2:28][O:29][CH2:30]1.[K+:23].[K+:24].[OH:9][B:10]([OH:11])[c:12]1[cH:13][cH:14][c:15]([F:16])[cH:17][cH:18]1>>[c:2]1(-[c:12]2[cH:13][cH:14][c:15]([F:16])[cH:17][cH:18]2)[cH:3][n:4][c:5]([Cl:8])[n:6][cH:7]1. Starting materials: Clc1ncc(Br)cn1, O=C([O-])[O-], C1COCCO1, [K+], [K+], OB(O)c1ccc(F)cc1. Product: Fc1ccc(-c2cnc(Cl)nc2)cc1.